From a dataset of the Open Reaction Database (ORD), a public repository of structured organic reaction records. describe an organic reaction: reactants, conditions, products, and yield Reaction SMILES: [CH2:12]1[CH2:13][CH2:14][NH:15][CH2:16][CH2:17]1.[CH2:19]1[O:20][CH2:21][CH2:22][CH2:23]1.[N+:1](=[O:2])([O-:3])[c:4]1[cH:5][cH:6][c:7]([CH2:8][Cl:9])[cH:10][cH:11]1.[OH2:18]>>[N+:1](=[O:2])([O-:3])[c:4]1[cH:5][cH:6][c:7]([CH2:8][N:15]2[CH2:14][CH2:13][CH2:12][CH2:17][CH2:16]2)[cH:10][cH:11]1. The product is O=[N+]([O-])c1ccc(CN2CCCCC2)cc1. Starting materials: C1CCNCC1, C1CCOC1, O=[N+]([O-])c1ccc(CCl)cc1, O.